Dataset: the Open Reaction Database (ORD), a public repository of structured organic reaction records. Task: describe an organic reaction: reactants, conditions, products, and yield Starting materials: [Cl-].[Al+3].[Cl-].[Cl-] (aluminium chloride), ClC(OC1=CC=CC=C1)(Cl)Cl (trichloroanisole), Ferric chloride. Product: ClC1=C(C=C(C(=C1)Cl)Cl)O (2,4,5-trichlorophenol). The yield is 24.0%. Reaction SMILES: [Cl-:1].[Al+3].[Cl-:3].[Cl-:4].ClC(Cl)(Cl)[O:7][C:8]1[CH:13]=[CH:12][CH:11]=[CH:10][CH:9]=1>>[Cl:1][C:9]1[CH:10]=[C:11]([Cl:3])[C:12]([Cl:4])=[CH:13][C:8]=1[OH:7] |f:0.1.2.3|. Procedure: Although aluminium chloride is a member of the class of Lewis acids, other Lewis acids have not been found effective or useful in the process of the invention. Ferric chloride did not effect significant demethylation. Only a 24% yield of 2,4,5-trichlorophenol was obtained when trichloroanisole was treated with a large excess of concentrated sulphuric acid for six hours at 75° C. in the absence of solvent. Other Lewis acids, viz. boron trichloride, boron trifluoride and pyridinium hydrochloride, ... Starting materials: ClC1=NC(=NC(=C1)N1CCN(CC1)C)N (4-chloro-6-(4-methylpiperazin-1-yl)pyrimidin-2-amine), C([O-])([O-])=O.[Cs+].[Cs+] (cesium carbonate), CC1(C2=CC=CC(=C2OC=2C(=CC=CC12)P(C1=CC=CC=C1)C1=CC=CC=C1)P(C1=CC=CC=C1)C1=CC=CC=C1)C ((9,9-dimethyl-9H-xanthene-4,5-diyl)bis(diphenylphosphine)), C1NC(CC2=CC=CC=C12)=O (1,4-dihydroisoquinolin-3(2H)-one). The reagents and catalysts are C(C)(=O)[O-].[Pd+2].C(C)(=O)[O-] (palladium acetate). Run in O1CCOCC1 (1,4-dioxane). Run at temperature 100 celsius. Product: NC1=NC(=CC(=N1)N1CC2=CC=CC=C2CC1=O)N1CCN(CC1)C (2-[2-Amino-6-(4-methylpiperazin-1-yl)pyrimidin-4-yl]-1,4-dihydroisoquinolin-3(2H)-one). Reaction SMILES: Cl[C:2]1[CH:7]=[C:6]([N:8]2[CH2:13][CH2:12][N:11]([CH3:14])[CH2:10][CH2:9]2)[N:5]=[C:4]([NH2:15])[N:3]=1.[CH2:16]1[C:25]2[C:20](=[CH:21][CH:22]=[CH:23][CH:24]=2)[CH2:19][C:18](=[O:26])[NH:17]1.CC1(C)C2C=CC=C(P(C3C=CC=CC=3)C3C=CC=CC=3)C=2OC2C1=CC=CC=2P(C1C=CC=CC=1)C1C=CC=CC=1.C(=O)([O-])[O-].[Cs+].[Cs+]>O1CCOCC1.C([O-])(=O)C.[Pd+2].C([O-])(=O)C>[NH2:15][C:4]1[N:3]=[C:2]([N:17]2[C:18](=[O:26])[CH2:19][C:20]3[C:25](=[CH:24][CH:23]=[CH:22][CH:21]=3)[CH2:16]2)[CH:7]=[C:6]([N:8]2[CH2:13][CH2:12][N:11]([CH3:14])[CH2:10][CH2:9]2)[N:5]=1 |f:3.4.5,7.8.9|. Procedure details: To a solution of 4-chloro-6-(4-methylpiperazin-1-yl)pyrimidin-2-amine (20 mg, 0.09 mmol, Example 1) and 1,4-dihydroisoquinolin-3(2H)-one (16 mg, 0.10 mmol, Tyger, Cat. No. D30080) in 1,4-dioxane (1 mL) was added (9,9-dimethyl-9H-xanthene-4,5-diyl)bis(diphenylphosphine) (20 mg, 0.04 mmol, Aldrich, Cat. No. 526460), palladium acetate (4 mg, 0.02 mmol, Aldrich, Cat. No. 205869) and cesium carbonate (60 mg, 0.2 mmol, Aldrich, Cat. No. 202126). The mixture was degassed with nitrogen and heated at 100... Reactants: C1CCOC1, CC(C)(C)[O-], [O-]c1ccc(F)c(C(F)(F)F)c1, O=[N+]([O-])c1ccc(F)cc1, [K+], [K+]. The product is O=[N+]([O-])c1ccc(Oc2ccc(F)c(C(F)(F)F)c2)cc1. Reaction SMILES: [CH2:30]1[O:31][CH2:32][CH2:33][CH2:34]1.[CH3:24][C:25]([CH3:26])([O-:27])[CH3:28].[F:11][c:12]1[c:13]([C:19]([F:20])([F:21])[F:22])[cH:14][c:15]([O-:16])[cH:17][cH:18]1.[F:1][c:2]1[cH:3][cH:4][c:5]([N+:8](=[O:9])[O-:10])[cH:6][cH:7]1.[K+:23].[K+:29]>>[c:2]1([O:16][c:15]2[cH:14][c:13]([C:19]([F:20])([F:21])[F:22])[c:12]([F:11])[cH:18][cH:17]2)[cH:3][cH:4][c:5]([N+:8](=[O:9])[O-:10])[cH:6][cH:7]1. The reactants are C(C)(C)(C)NC(=O)C=1C=C(CN2[C@H](CN(C[C@H]2C)C(=O)OC(C)(C)C)C)C=CC1 ((3S,5R)-tert-Butyl 4-(3-(tert-butylcarbamoyl)benzyl)-3,5-dimethylpiperazine-1-carboxylate), Cl (hydrochloric acid), resultant mixture. The product is Cl.C(C)(C)(C)NC(C1=CC(=CC=C1)CN1[C@H](CNC[C@H]1C)C)=O (N-tert-Butyl-3-(((2S,6R)-2,6-dimethylpiperazin-1-yl)methyl)benzamide Hydrochloride). As a reaction SMILES: [C:1]([NH:5][C:6]([C:8]1[CH:9]=[C:10]([CH:27]=[CH:28][CH:29]=1)[CH2:11][N:12]1[C@H:17]([CH3:18])[CH2:16][N:15](C(OC(C)(C)C)=O)[CH2:14][C@@H:13]1[CH3:26])=[O:7])([CH3:4])([CH3:3])[CH3:2].[ClH:30]>>[ClH:30].[C:1]([NH:5][C:6](=[O:7])[C:8]1[CH:29]=[CH:28][CH:27]=[C:10]([CH2:11][N:12]2[C@H:13]([CH3:26])[CH2:14][NH:15][CH2:16][C@@H:17]2[CH3:18])[CH:9]=1)([CH3:4])([CH3:2])[CH3:3] |f:2.3|. Procedure details: (3S,5R)-tert-Butyl 4-(3-(tert-butylcarbamoyl)benzyl)-3,5-dimethylpiperazine-1-carboxylate (0.07 g, 0.17 mmol) was treated with an ethanolic solution of hydrochloric acid (2 mL, 14.5 wt % hydrochloric acid in ethanol). The resultant mixture was stirred at room temperature for 2 hours. The mixture was concentrated under vacuum, azeotroped with dichloromethane (×2) and dried under vacuum to afford the title compound (0.052 g) as a white foamy solid. MS (ESI) m/z 304.4 [M+H]+ The reactants are CCCO, Cc1ccccc1, CC(C)(C)OC(=O)N1CCOc2nc(Cl)ccc2C1, [H-], [Na+], O=C(C=Cc1ccccc1)C=Cc1ccccc1, O=C(C=Cc1ccccc1)C=Cc1ccccc1, O=C(C=Cc1ccccc1)C=Cc1ccccc1, O, [Pd], [Pd], c1ccc(P(c2ccccc2)c2ccc3ccccc3c2-c2c(P(c3ccccc3)c3ccccc3)ccc3ccccc23)cc1. Product: CCCOc1ccc2c(n1)OCCN(C(=O)OC(C)(C)C)C2. RXN SMILES: [CH2:1]([CH2:2][CH3:3])[OH:4].[CH3:72][c:73]1[cH:74][cH:75][cH:76][cH:77][cH:78]1.[Cl:7][c:8]1[cH:9][cH:10][c:11]2[c:17]([n:18]1)[O:16][CH2:15][CH2:14][N:13]([C:19](=[O:20])[O:21][C:22]([CH3:23])([CH3:24])[CH3:25])[CH2:12]2.[H-:5].[Na+:6].[O:117]=[C:118]([CH:119]=[CH:120][c:121]1[cH:122][cH:123][cH:124][cH:125][cH:126]1)[CH:127]=[CH:128][c:129]1[cH:130][cH:131][cH:132][cH:133][cH:134]1.[O:81]=[C:82]([CH:83]=[CH:84][c:85]1[cH:86][cH:87][cH:88][cH:89][cH:90]1)[CH:91]=[CH:92][c:93]1[cH:94][cH:95][cH:96][cH:97][cH:98]1.[O:99]=[C:100]([CH:101]=[CH:102][c:103]1[cH:104][cH:105][cH:106][cH:107][cH:108]1)[CH:109]=[CH:110][c:111]1[cH:112][cH:113][cH:114][cH:115][cH:116]1.[OH2:135].[Pd:79].[Pd:80].[cH:26]1[cH:27][cH:28][c:29]([P:30]([c:31]2[cH:32][cH:33][c:34]3[c:35]([cH:36][cH:37][cH:38][cH:39]3)[c:40]2-[c:41]2[c:42]3[c:43]([cH:44][cH:45][cH:46][cH:47]3)[cH:48][cH:49][c:50]2[P:51]([c:52]2[cH:53][cH:54][cH:55][cH:56][cH:57]2)[c:58]2[cH:59][cH:60][cH:61][cH:62][cH:63]2)[c:64]2[cH:65][cH:66][cH:67][cH:68][cH:69]2)[cH:70][cH:71]1>>[CH2:1]([CH2:2][CH3:3])[O:4][c:8]1[cH:9][cH:10][c:11]2[c:17]([n:18]1)[O:16][CH2:15][CH2:14][N:13]([C:19](=[O:20])[O:21][C:22]([CH3:23])([CH3:24])[CH3:25])[CH2:12]2. Reactants: O=Cc1ccc(Br)cc1, O=C([O-])[O-], COc1ccc(O)cc1, [K+], [K+], c1ccncc1. The product is COc1ccc(Oc2ccc(C=O)cc2)cc1. As a reaction SMILES: [Br:10][c:11]1[cH:12][cH:13][c:14]([CH:15]=[O:16])[cH:17][cH:18]1.[C:19](=[O:20])([O-:21])[O-:22].[CH3:1][O:2][c:3]1[cH:4][cH:5][c:6]([OH:9])[cH:7][cH:8]1.[K+:23].[K+:24].[cH:25]1[cH:26][cH:27][n:28][cH:29][cH:30]1>>[CH3:1][O:2][c:3]1[cH:4][cH:5][c:6]([O:9][c:11]2[cH:12][cH:13][c:14]([CH:15]=[O:16])[cH:17][cH:18]2)[cH:7][cH:8]1. The reactants are ClC=1C=C(C=CC1)[C@H]1C[C@](C(N([C@@H]1C1=CC=C(C=C1)Cl)C(CC)CC)=O)(C)CC(=O)NNC(=O)N (2-(2-((3R,5R,6S)-5-(3-chlorophenyl)-6-(4-chlorophenyl)-3-methyl-2-oxo-1-(pentan-3-yl)piperidin-3-yl)acetyl)hydrazinecarboxamide), Cl (HCl). The solvent is [OH-].[Na+] (sodium hydroxide). Yields the product ClC=1C=C(C=CC1)[C@H]1C[C@@](C(N([C@@H]1C1=CC=C(C=C1)Cl)C(CC)CC)=O)(CC1=NNC(N1)=O)C ((3R,5R,6S)-5-(3-chlorophenyl)-6-(4-chlorophenyl)-3-methyl-3-((5-oxo-4,5-dihydro-1H-1,2,4-triazol-3-yl)methyl)-1-(pentan-3-yl)piperidin-2-one). Reaction SMILES: [Cl:1][C:2]1[CH:3]=[C:4]([C@@H:8]2[C@@H:13]([C:14]3[CH:19]=[CH:18][C:17]([Cl:20])=[CH:16][CH:15]=3)[N:12]([CH:21]([CH2:24][CH3:25])[CH2:22][CH3:23])[C:11](=[O:26])[C@:10]([CH2:28][C:29]([NH:31][NH:32][C:33]([NH2:35])=[O:34])=O)([CH3:27])[CH2:9]2)[CH:5]=[CH:6][CH:7]=1.Cl>[OH-].[Na+]>[Cl:1][C:2]1[CH:3]=[C:4]([C@@H:8]2[C@@H:13]([C:14]3[CH:19]=[CH:18][C:17]([Cl:20])=[CH:16][CH:15]=3)[N:12]([CH:21]([CH2:24][CH3:25])[CH2:22][CH3:23])[C:11](=[O:26])[C@@:10]([CH3:27])([CH2:28][C:29]3[NH:35][C:33](=[O:34])[NH:32][N:31]=3)[CH2:9]2)[CH:5]=[CH:6][CH:7]=1 |f:2.3|. Procedure: 259 mg (0.50 mmol) of 2-(2-((3R,5R,6S)-5-(3-Chlorophenyl)-6-(4-chlorophenyl)-3-methyl-2-oxo-1-(pentan-3-yl)piperidin-3-yl)acetyl)hydrazinecarboxamide (Example 76, Step A) was suspended in 2 N aqueous sodium hydroxide (16 mL) and heated at reflux for 3.25 h. Upon cooling to room temperature, the mixture was acidified with conc. HCl until strongly acidic and then extracted with EtOAc (3×). The combined organic layers were dried over Na2SO4, filtered and the filtrate was concentrated. Purification ...